This data is from the Open Reaction Database (ORD), a public repository of structured organic reaction records. The task is: describe an organic reaction: reactants, conditions, products, and yield Starting materials: CCOC(C)=O, CC(=O)OC(C)=O, CN(C)C(CCCCO)C1(c2ccc(Cl)cc2)CCC1, O. Yields the product CC(=O)OCCCCC(N(C)C)C1(c2ccc(Cl)cc2)CCC1. Reaction SMILES: [CH3:21][CH2:22][O:23][C:24](=[O:25])[CH3:26].[CH3:27][C:28]([O:29][C:30](=[O:31])[CH3:32])=[O:33].[Cl:1][c:2]1[cH:3][cH:4][c:5]([C:8]2([CH:12]([CH2:13][CH2:14][CH2:15][CH2:16][OH:17])[N:18]([CH3:19])[CH3:20])[CH2:9][CH2:10][CH2:11]2)[cH:6][cH:7]1.[OH2:34]>>[Cl:1][c:2]1[cH:3][cH:4][c:5]([C:8]2([CH:12]([CH2:13][CH2:14][CH2:15][CH2:16][O:17][C:22]([CH3:21])=[O:23])[N:18]([CH3:19])[CH3:20])[CH2:9][CH2:10][CH2:11]2)[cH:6][cH:7]1. The product is N1C(=O)NC(=O)C(C)=C1 (Thymine). Starting materials: ON=C[C@]1(CC[C@@H](O1)N1C(=O)NC(=O)C(C)=C1)CO (3'-deoxy-4'-hydroxyiminomethylthymidine), C(=O)(C(=O)Cl)Cl ((COCl)2), OCC1(CC[C@@H](O1)N1C(=O)NC(=O)C(C)=C1)CO (3'-deoxy-4'-hydroxymethylthymidine), TEA. RXN SMILES: C(Cl)(C(Cl)=O)=O.OCC1(CO)O[C@@H]([N:14]2[CH:22]=[C:20]([CH3:21])[C:18](=[O:19])[NH:17][C:15]2=[O:16])CC1.ON=C[C@]1(CO)O[C@@H](N2C=C(C)C(=O)NC2=O)CC1>C(Cl)Cl.CS(C)=O>[NH:14]1[CH:22]=[C:20]([CH3:21])[C:18](=[O:19])[NH:17][C:15]1=[O:16]. Reaction conditions: temperature -55 celsius, time 15 minute. Procedure: To a solution of DMSO (170μl, 2.34 mM) and CH2Cl2 (0.5 ml) at -60° C., was added 135 ml of (COCl)2 in 1 ml of CH2Cl2 dropwise over a period of 5 minutes. After 15 minutes, 3'-deoxy-4'-hydroxymethylthymidine (0.3 g, 1.17 mM), prepared, e.g., as described in Preparation 15, in 0.5 ml DMSO/0.5 ml CH2Cl2 was added slowly and the mixture stirred at -55° C. for 3 hours. After the addition of 0.65 ml TEA, the solution was removed from the cooling bath and allowed to warm to 24° C. at which temperature ... The solvent is C(Cl)Cl (CH2Cl2), C(Cl)Cl (CH2Cl2), CS(=O)C (DMSO), CS(=O)C (DMSO). Starting materials: ClC1=C(C=C(C=C1)[Mg]Br)F (4-chloro-3-fluorophenylmagnesium bromide), C(C)(C)(C)OC(=O)N1CCC(CC1)=O (4-oxo-piperidine-1-carboxylic acid tert-butyl ester), [Cl-].[NH4+] (ammonium chloride). Yields the product C(C)(C)(C)OC(=O)N1CCC(CC1)(O)C1=CC(=C(C=C1)Cl)F (4-(4-Chloro-3-fluoro-phenyl)-4-hydroxy-piperidine-1-carboxylic acid tert-butyl ester). Procedure: A solution of 4-chloro-3-fluorophenylmagnesium bromide (15 ml, 7.5 mmol, 0.5M in THF) was added, under nitrogen, to 4-oxo-piperidine-1-carboxylic acid tert-butyl ester (1.02 g, 5.1 mmol). After 24 hours, saturated ammonium chloride solution was added then the organic solvent was removed in vacuo. The mixture was extracted with ethyl acetate, then this extract was washed with brine, dried (MgSO4), filtered and concentrated to afford a residue which was purified by column chromatography (SiO2), el... Run at time 24 hour. Reaction SMILES: [Cl:1][C:2]1[CH:7]=[CH:6][C:5]([Mg]Br)=[CH:4][C:3]=1[F:10].[C:11]([O:15][C:16]([N:18]1[CH2:23][CH2:22][C:21](=[O:24])[CH2:20][CH2:19]1)=[O:17])([CH3:14])([CH3:13])[CH3:12].[Cl-].[NH4+]>>[C:11]([O:15][C:16]([N:18]1[CH2:23][CH2:22][C:21]([C:5]2[CH:6]=[CH:7][C:2]([Cl:1])=[C:3]([F:10])[CH:4]=2)([OH:24])[CH2:20][CH2:19]1)=[O:17])([CH3:14])([CH3:12])[CH3:13] |f:2.3|. Isolated yield 30.4%. Starting materials: CCCN(CCC)CCCCN, Cn1ccnc1CN(Cc1ccc(C(=O)O)cc1)Cc1nccn1C, C(=NC1CCCCC1)=NC1CCCCC1, CN(C)C=O, On1nnc2ccccc21. The product is CCCN(CCC)CCCCNC(=O)c1ccc(CN(Cc2nccn2C)Cc2nccn2C)cc1. As a reaction SMILES: [CH2:51]([CH2:52][CH3:53])[N:54]([CH2:55][CH2:56][CH2:57][CH2:58][NH2:59])[CH2:60][CH2:61][CH3:62].[CH3:1][n:2]1[c:3]([CH2:7][N:8]([CH2:9][c:10]2[n:11]([CH3:15])[cH:12][cH:13][n:14]2)[CH2:16][c:17]2[cH:18][cH:19][c:20]([C:21](=[O:22])[OH:23])[cH:24][cH:25]2)[n:4][cH:5][cH:6]1.[CH:26]1([N:27]=[C:28]=[N:29][CH:30]2[CH2:31][CH2:32][CH2:33][CH2:34][CH2:35]2)[CH2:36][CH2:37][CH2:38][CH2:39][CH2:40]1.[O:63]=[CH:64][N:65]([CH3:66])[CH3:67].[OH:41][n:42]1[c:43]2[c:44]([cH:45][cH:46][cH:47][cH:48]2)[n:49][n:50]1>>[CH3:1][n:2]1[c:3]([CH2:7][N:8]([CH2:9][c:10]2[n:11]([CH3:15])[cH:12][cH:13][n:14]2)[CH2:16][c:17]2[cH:18][cH:19][c:20]([C:21](=[O:23])[NH:59][CH2:58][CH2:57][CH2:56][CH2:55][N:54]([CH2:51][CH2:52][CH3:53])[CH2:60][CH2:61][CH3:62])[cH:24][cH:25]2)[n:4][cH:5][cH:6]1. Reactants: FC(C=1C=CC2=C(C(=NCC=3N2C(=NN3)C)C3=NC=CC=C3)C1)(F)F (8-trifluoromethyl-1-methyl-6-(2-pyridyl)-4H-s-triazolo[4,3-a][1,4]benzodiazepine), N,N,N',N'-tetrapropyldiaminomethane, C(C)(=O)Cl (acetyl chloride). The solvent is CN(C=O)C (dimethylformamide), N,N,N',N'-tetrapropyldiaminomethane. The product is FC(C=1C=CC2=C(C(=NCC=3N2C(=NN3)CCN(CCC)CCC)C3=NC=CC=C3)C1)(F)F (8-trifluoromethyl-1-[2-(dipropylamino)ethyl]-6-(2-pyridyl)-4H-s-triazolo[4,3-a][1,4-]benzodiazepine). Reaction SMILES: [F:1][C:2]([F:25])([F:24])[C:3]1[CH:4]=[CH:5][C:6]2[N:12]3[C:13]([CH3:16])=[N:14][N:15]=[C:11]3[CH2:10][N:9]=[C:8]([C:17]3[CH:22]=[CH:21][CH:20]=[CH:19][N:18]=3)[C:7]=2[CH:23]=1.[C:26](Cl)(=O)[CH3:27]>CN(C)C=O>[F:25][C:2]([F:1])([F:24])[C:3]1[CH:4]=[CH:5][C:6]2[N:12]3[C:13]([CH2:16][CH2:11][N:12]([CH2:13][CH2:26][CH3:27])[CH2:6][CH2:5][CH3:4])=[N:14][N:15]=[C:11]3[CH2:10][N:9]=[C:8]([C:17]3[CH:22]=[CH:21][CH:20]=[CH:19][N:18]=3)[C:7]=2[CH:23]=1. Procedure details: In the manner given in Example 1, a solution of 8-trifluoromethyl-1-methyl-6-(2-pyridyl)-4H-s-triazolo[4,3-a][1,4]benzodiazepine in dimethylformamide, N,N,N',N'-tetrapropyldiaminomethane and acetyl chloride (in 0.1 molar excess compared to the N,N,N',N'-tetrapropyldiaminomethane) are reacted together to give 8-trifluoromethyl-1-[2-(dipropylamino)ethyl]-6-(2-pyridyl)-4H-s-triazolo[4,3-a][1,4-]benzodiazepine.